This data is from the Open Reaction Database (ORD), a public repository of structured organic reaction records. The task is: describe an organic reaction: reactants, conditions, products, and yield Starting materials: O=C(Cl)c1cccc(F)c1F, Nc1cccnc1Cl, c1ccncc1. Product: O=C(Nc1cccnc1Cl)c1cccc(F)c1F. RXN SMILES: [F:9][c:10]1[c:11]([C:12](=[O:13])[Cl:14])[cH:15][cH:16][cH:17][c:18]1[F:19].[NH2:1][c:2]1[c:3]([Cl:8])[n:4][cH:5][cH:6][cH:7]1.[cH:20]1[cH:21][cH:22][n:23][cH:24][cH:25]1>>[NH:1]([c:2]1[c:3]([Cl:8])[n:4][cH:5][cH:6][cH:7]1)[C:12]([c:11]1[c:10]([F:9])[c:18]([F:19])[cH:17][cH:16][cH:15]1)=[O:13]. Starting materials: C([O-])([O-])=O.[Na+].[Na+] (sodium carbonate), ClC=1C=C2C(=CNC2=CC1)CCNC(C1=C(C=CC=C1)I)=O (N-(2-(5-chloro-1H-indol-3-yl)ethyl)-2-iodobenzamide), CC=1C=C(C=CC1C)B(O)O (3,4-dimethyl phenylboronic acid). Reagents/catalysts: C=1C=CC(=CC1)[P](C=2C=CC=CC2)(C=3C=CC=CC3)[Pd]([P](C=4C=CC=CC4)(C=5C=CC=CC5)C=6C=CC=CC6)([P](C=7C=CC=CC7)(C=8C=CC=CC8)C=9C=CC=CC9)[P](C=1C=CC=CC1)(C=1C=CC=CC1)C=1C=CC=CC1 (tetrakis(triphenylphosphine)palladium). Run in C(OC)COC (dimethoxyethane), O (water). The product is eluent, ClC=1C=C2C(=CNC2=CC1)CCNC(=O)C=1C(=CC=CC1)C1=CC(=C(C=C1)C)C (N-(2-(5-chloro-1H-indol-3-yl)ethyl)-3′,4′-dimethylbiphenyl-2-carboxamide). Yield: 63.5%. Reaction SMILES: [Cl:1][C:2]1[CH:3]=[C:4]2[C:8](=[CH:9][CH:10]=1)[NH:7][CH:6]=[C:5]2[CH2:11][CH2:12][NH:13][C:14](=[O:22])[C:15]1[CH:20]=[CH:19][CH:18]=[CH:17][C:16]=1I.[CH3:23][C:24]1[CH:25]=[C:26](B(O)O)[CH:27]=[CH:28][C:29]=1[CH3:30].C(=O)([O-])[O-].[Na+].[Na+]>C(COC)OC.O.C1C=CC([P]([Pd]([P](C2C=CC=CC=2)(C2C=CC=CC=2)C2C=CC=CC=2)([P](C2C=CC=CC=2)(C2C=CC=CC=2)C2C=CC=CC=2)[P](C2C=CC=CC=2)(C2C=CC=CC=2)C2C=CC=CC=2)(C2C=CC=CC=2)C2C=CC=CC=2)=CC=1>[Cl:1][C:2]1[CH:3]=[C:4]2[C:8](=[CH:9][CH:10]=1)[NH:7][CH:6]=[C:5]2[CH2:11][CH2:12][NH:13][C:14]([C:15]1[C:16]([C:26]2[CH:27]=[CH:28][C:29]([CH3:30])=[C:24]([CH3:23])[CH:25]=2)=[CH:17][CH:18]=[CH:19][CH:20]=1)=[O:22] |f:2.3.4,^1:50,52,71,90|. Reported procedure: N-(2-(5-chloro-1H-indol-3-yl)ethyl)-3′,4′-dimethylbiphenyl-2-carboxamide was prepared according to method B with N-(2-(5-chloro-1H-indol-3-yl)ethyl)-2-iodobenzamide (0.075 g; 0.176 mmol), 3,4-dimethyl phenylboronic acid (0.028 g; 0.180 mmol), tetrakis(triphenylphosphine)palladium (0.010 g; 0.009 mmol), sodium carbonate (0.037 g; 0.353 mmol), in dimethoxyethane (3 mL) and water (1 mL), irradiated in a microwave oven at 130° C. for 15 minutes. Flash chromatography on silica gel (eluent 10 to 80% e... Reactants: NC1CC(c2c[nH]c3ccc(Cl)cc23)c2ccccc21, COC(=O)Cl, ClCCCl, [Na+], [OH-], O. The product is COC(=O)NC1CC(c2c[nH]c3ccc(Cl)cc23)c2ccccc21. As a reaction SMILES: [Cl:1][c:2]1[cH:3][c:4]2[c:5]([CH:11]3[CH2:12][CH:13]([NH2:20])[c:14]4[cH:15][cH:16][cH:17][cH:18][c:19]43)[cH:6][nH:7][c:8]2[cH:9][cH:10]1.[Cl:24][C:25](=[O:26])[O:27][CH3:28].[Cl:29][CH2:30][CH2:31][Cl:32].[Na+:23].[OH-:22].[OH2:21]>>[Cl:1][c:2]1[cH:3][c:4]2[c:5]([CH:11]3[CH2:12][CH:13]([NH:20][C:25](=[O:26])[O:27][CH3:28])[c:14]4[cH:15][cH:16][cH:17][cH:18][c:19]43)[cH:6][nH:7][c:8]2[cH:9][cH:10]1. Reactants: C=O, CO, O=c1cc(-c2ccccc2)oc2cc(O)c(O)c(O)c12, OC1CCNC1. The product is O=c1cc(-c2ccccc2)oc2c(CN3CCC(O)C3)c(O)c(O)c(O)c12. RXN SMILES: [CH2:21]=[O:22].[CH3:29][OH:30].[OH:1][c:2]1[cH:3][c:4]2[o:5][c:6](-[c:15]3[cH:16][cH:17][cH:18][cH:19][cH:20]3)[cH:7][c:8](=[O:9])[c:10]2[c:11]([OH:12])[c:13]1[OH:14].[OH:23][CH:24]1[CH2:25][NH:26][CH2:27][CH2:28]1>>[OH:1][c:2]1[c:3]([CH2:21][N:26]2[CH2:25][CH:24]([OH:23])[CH2:28][CH2:27]2)[c:4]2[o:5][c:6](-[c:15]3[cH:16][cH:17][cH:18][cH:19][cH:20]3)[cH:7][c:8](=[O:9])[c:10]2[c:11]([OH:12])[c:13]1[OH:14]. The product is FC1=C(C=C(C=C1)O)N1C(C2=C(C1=O)CCCC2)=O (N-(2-fluoro-5-hydroxyphenyl)-3,4,5,6-tetrahydrophthalimide), diazonium salt. The solvent is C(C)(=O)O (acetic acid), O (water). As a reaction SMILES: [F:1][C:2]1[CH:7]=[CH:6][C:5](N)=[CH:4][C:3]=1[N:9]1[C:13](=[O:14])[C:12]2[CH2:15][CH2:16][CH2:17][CH2:18][C:11]=2[C:10]1=[O:19].N([O-])=[O:21].[Na+].S(=O)(=O)(O)O.Cl>O.C(O)(=O)C>[F:1][C:2]1[CH:7]=[CH:6][C:5]([OH:21])=[CH:4][C:3]=1[N:9]1[C:13](=[O:14])[C:12]2[CH2:15][CH2:16][CH2:17][CH2:18][C:11]=2[C:10]1=[O:19] |f:1.2|. Procedure: The compound (VI) is prepared by reacting the compound (VIII) with a 1 to 2 equivalent amount of sodium nitrite in a solvent (e.g. sulfuric acid, hydrochloric acid, acetic acid, water) at a temperature of 0° to 20° C. for a period of 5 minutes to 5 hours to obtain its diazonium salt, followed by hydrolysis of the diazonium salt in dilute sulfuric acid at a temperature of 20° to 100° C. In the hydrolysis, a copper compound such as cuprous oxide or cupric nitrate may be used in place of dilute sul... The reactants are Cl (hydrochloric acid), S(O)(O)(=O)=O (sulfuric acid), FC1=C(C=C(C=C1)N)N1C(C2=C(C1=O)CCCC2)=O (N-(2-fluoro-5-aminophenyl)-3,4,5,6-tetrahydrophthalimide), N(=O)[O-].[Na+] (sodium nitrite). Starting materials: [BH4-], COc1ccc(OC)c2c1CC(O)(C(C)=O)CC21SCCS1, [Na+], C1CCOC1. Yields the product COc1ccc(OC)c2c1CC(O)(C(C)O)CC21SCCS1. RXN SMILES: [BH4-:23].[C:1]([CH3:2])(=[O:3])[C:4]1([OH:22])[CH2:5][C:6]2([S:7][CH2:8][CH2:9][S:10]2)[c:11]2[c:12]([O:20][CH3:21])[cH:13][cH:14][c:15]([O:18][CH3:19])[c:16]2[CH2:17]1.[Na+:24].[O:25]1[CH2:26][CH2:27][CH2:28][CH2:29]1>>[CH:1]([CH3:2])([OH:3])[C:4]1([OH:22])[CH2:5][C:6]2([S:7][CH2:8][CH2:9][S:10]2)[c:11]2[c:12]([O:20][CH3:21])[cH:13][cH:14][c:15]([O:18][CH3:19])[c:16]2[CH2:17]1. Reactants: CN(CC(=O)OC(C)(C)C)Cc1cccc(C#N)c1, CCO, CC(C)OC(C)C, NO. Yields the product CN(CC(=O)OC(C)(C)C)Cc1cccc(C(N)=NO)c1. RXN SMILES: [C:1](#[N:2])[c:3]1[cH:4][c:5]([CH2:6][N:7]([CH3:8])[CH2:9][C:10](=[O:11])[O:12][C:13]([CH3:14])([CH3:15])[CH3:16])[cH:17][cH:18][cH:19]1.[CH3:22][CH2:23][OH:24].[CH:25]([O:26][CH:27]([CH3:28])[CH3:29])([CH3:30])[CH3:31].[NH2:20][OH:21]>>[C:1]([NH2:2])([c:3]1[cH:4][c:5]([CH2:6][N:7]([CH3:8])[CH2:9][C:10](=[O:11])[O:12][C:13]([CH3:14])([CH3:15])[CH3:16])[cH:17][cH:18][cH:19]1)=[N:20][OH:21].